From a dataset of the Open Reaction Database (ORD), a public repository of structured organic reaction records. describe an organic reaction: reactants, conditions, products, and yield The reactants are Fc1cccc(F)c1CBr, O=C([O-])[O-], CCCCc1nc(C)[nH]c(=O)c1Cc1ccc(-c2ccccc2C#N)cc1, CN(C)C=O, CCOC(C)=O, [K+], [K+]. The product is CCCCc1nc(C)n(Cc2c(F)cccc2F)c(=O)c1Cc1ccc(-c2ccccc2C#N)cc1. RXN SMILES: [Br:34][CH2:35][c:36]1[c:37]([F:43])[cH:38][cH:39][cH:40][c:41]1[F:42].[C:28](=[O:29])([O-:30])[O-:31].[CH2:1]([CH2:2][CH2:3][CH3:4])[c:5]1[n:6][c:7]([CH3:27])[nH:8][c:9](=[O:26])[c:10]1[CH2:11][c:12]1[cH:13][cH:14][c:15](-[c:18]2[c:19]([C:24]#[N:25])[cH:20][cH:21][cH:22][cH:23]2)[cH:16][cH:17]1.[CH3:44][N:45]([CH3:46])[CH:47]=[O:48].[CH3:49][CH2:50][O:51][C:52](=[O:53])[CH3:54].[K+:32].[K+:33]>>[CH2:1]([CH2:2][CH2:3][CH3:4])[c:5]1[n:6][c:7]([CH3:27])[n:8]([CH2:35][c:36]2[c:37]([F:43])[cH:38][cH:39][cH:40][c:41]2[F:42])[c:9](=[O:26])[c:10]1[CH2:11][c:12]1[cH:13][cH:14][c:15](-[c:18]2[c:19]([C:24]#[N:25])[cH:20][cH:21][cH:22][cH:23]2)[cH:16][cH:17]1. The reactants are CC(=O)Br, CCCCCCCCCCCCCCCCCCCCCCOc1ccc2c(c1)C(O)(c1ccc(Cl)cc1)c1ccccc1-2, ClC(Cl)Cl. Yields the product CCCCCCCCCCCCCCCCCCCCCCOc1ccc2c(c1)C(Br)(c1ccc(Cl)cc1)c1ccccc1-2. RXN SMILES: [C:45](=[O:46])([CH3:47])[Br:48].[CH2:1]([CH2:2][CH2:3][CH2:4][CH2:5][CH2:6][CH2:7][CH2:8][CH2:9][CH2:10][CH2:11][CH2:12][CH2:13][CH2:14][CH2:15][CH2:16][CH2:17][CH2:18][CH2:19][CH2:20][CH2:21][CH3:22])[O:23][c:24]1[cH:25][c:26]2[c:34]([cH:35][cH:36]1)-[c:33]1[c:28]([cH:29][cH:30][cH:31][cH:32]1)[C:27]2([OH:37])[c:38]1[cH:39][cH:40][c:41]([Cl:44])[cH:42][cH:43]1.[CH:49]([Cl:50])([Cl:51])[Cl:52]>>[CH2:1]([CH2:2][CH2:3][CH2:4][CH2:5][CH2:6][CH2:7][CH2:8][CH2:9][CH2:10][CH2:11][CH2:12][CH2:13][CH2:14][CH2:15][CH2:16][CH2:17][CH2:18][CH2:19][CH2:20][CH2:21][CH3:22])[O:23][c:24]1[cH:25][c:26]2[c:34]([cH:35][cH:36]1)-[c:33]1[c:28]([cH:29][cH:30][cH:31][cH:32]1)[C:27]2([c:38]1[cH:39][cH:40][c:41]([Cl:44])[cH:42][cH:43]1)[Br:48]. Reactants: C=CCN, O=C(Cl)Cl, ClCCl, Clc1ccc(COC2CN(C(c3ccccc3)c3ccccc3)C2)cc1, Cl, O. Yields the product C=CCNC(=O)N1CC(OCc2ccc(Cl)cc2)C1. RXN SMILES: [CH2:31]([CH:32]=[CH2:33])[NH2:34].[Cl:1][C:2]([Cl:3])=[O:4].[Cl:36][CH2:37][Cl:38].[Cl:5][c:6]1[cH:7][cH:8][c:9]([CH2:10][O:11][CH:12]2[CH2:13][N:14]([CH:16]([c:17]3[cH:18][cH:19][cH:20][cH:21][cH:22]3)[c:23]3[cH:24][cH:25][cH:26][cH:27][cH:28]3)[CH2:15]2)[cH:29][cH:30]1.[ClH:35].[OH2:39]>>[C:2](=[O:4])([N:14]1[CH2:13][CH:12]([O:11][CH2:10][c:9]2[cH:8][cH:7][c:6]([Cl:5])[cH:30][cH:29]2)[CH2:15]1)[NH:34][CH2:31][CH:32]=[CH2:33]. Starting materials: FC=1C=C(CNC(OC(C)(C)C)=O)C=CC1C1=CN(C(C=C1)=O)C (tert-butyl 3-fluoro-4-(1-methyl-6-oxo-1,6-dihydropyridin-3-yl)benzylcarbamate), FC(C(=O)O)(F)F (trifluoroacetic acid). The solvent is ClCCl (dichloromethane). Product: NCC1=CC(=C(C=C1)C=1C=CC(N(C1)C)=O)F (5-(4-(aminomethyl)-2-fluorophenyl)-1-methylpyridin-2(1H)-one). As a reaction SMILES: [F:1][C:2]1[CH:3]=[C:4]([CH:14]=[CH:15][C:16]=1[C:17]1[CH:22]=[CH:21][C:20](=[O:23])[N:19]([CH3:24])[CH:18]=1)[CH2:5][NH:6]C(=O)OC(C)(C)C.FC(F)(F)C(O)=O>ClCCl>[NH2:6][CH2:5][C:4]1[CH:14]=[CH:15][C:16]([C:17]2[CH:22]=[CH:21][C:20](=[O:23])[N:19]([CH3:24])[CH:18]=2)=[C:2]([F:1])[CH:3]=1. Procedure: The crude tert-butyl 3-fluoro-4-(1-methyl-6-oxo-1,6-dihydropyridin-3-yl)benzylcarbamate 21-6 (10 mg, obtained in Step 3) was stirred with trifluoroacetic acid (TFA, 0.3 mL) in dichloromethane (1 mL) overnight. Evaporation under reduced pressure (with the addition of some toluene to aid evaporation of the residual TFA) followed by lyophilization gave the crude 5-(4-(aminomethyl)-2-fluorophenyl)-1-methylpyridin-2(1H)-one 21-7.